Task: describe an organic reaction: reactants, conditions, products, and yield. Dataset: the Open Reaction Database (ORD), a public repository of structured organic reaction records Starting materials: CC1=C(OC(O1)=O)COC([C@@H](C[C@@H](CC1=CC=C(C=C1)C1=CC=CC=C1)N)O)=O ((2R,4R)-4-amino-5-biphenyl-4-yl-2-hydroxypentanoic acid 5-methyl-2-oxo-[1,3]dioxol-4-ylmethyl ester), OC1=NOC(=C1)C(=O)O (3-hydroxyisoxazole-5-carboxylic acid), CCN(C(C)C)C(C)C (DIPEA). Run in CN(C)C=O (DMF). Conditions: time 2 minute. Product: C(C)OC([C@@H](C[C@@H](CC1=CC=C(C=C1)C1=CC=CC=C1)N)O)=O ((2R,4R)-4-Amino-5-biphenyl-4-yl-2-hydroxy-pentanoic acid ethyl ester). The yield is 42.5%. RXN SMILES: CC1OC(=O)O[C:3]=1[CH2:8][O:9][C:10](=[O:29])[C@H:11]([OH:28])[CH2:12][C@H:13]([NH2:27])[CH2:14][C:15]1[CH:20]=[CH:19][C:18]([C:21]2[CH:26]=[CH:25][CH:24]=[CH:23][CH:22]=2)=[CH:17][CH:16]=1.OC1C=C(C(O)=O)ON=1.CCN(C(C)C)C(C)C>CN(C=O)C>[CH2:8]([O:9][C:10](=[O:29])[C@H:11]([OH:28])[CH2:12][C@H:13]([NH2:27])[CH2:14][C:15]1[CH:16]=[CH:17][C:18]([C:21]2[CH:22]=[CH:23][CH:24]=[CH:25][CH:26]=2)=[CH:19][CH:20]=1)[CH3:3]. Procedure: (2R,4R)-4-amino-5-biphenyl-4-yl-2-hydroxypentanoic acid 5-methyl-2-oxo-[1,3]dioxol-4-ylmethyl ester (100 mg, 0.3 mmol, 1.0 eq.) and 3-hydroxyisoxazole-5-carboxylic acid (50.5 mg, 391 μmol, 1.5 eq.) were combined in DMF (5 mL) and the resulting mixture was stirred for 2 minutes. DIPEA was added and the resulting mixture was stirred for 1 hour. The material was dried under vacuum then purified using reverse phase chromatography to yield the title compound (40 mg, 98% purity). MS m/z [M+H]+ calc'd ... Reactants: FC(C(=O)O)(F)F (Trifluoroacetic acid), ClC1=NC=CC(=C1C=O)NC(OC(C)(C)C)=O (tert-butyl (2-chloro-3-formylpyridin-4-yl)carbamate), ClCCl (dichloromethane). Solvent: CC(C)(C)OC (MTBE). Run at temperature 35 celsius, time 1 hour. Yields the product NC1=CC=NC(=C1C=O)Cl (4-Amino-2-chloronicotinaldehyde). Reaction SMILES: FC(F)(F)C(O)=O.[Cl:8][C:9]1[C:14]([CH:15]=[O:16])=[C:13]([NH:17]C(=O)OC(C)(C)C)[CH:12]=[CH:11][N:10]=1.ClCCl>CC(OC)(C)C>[NH2:17][C:13]1[C:14]([CH:15]=[O:16])=[C:9]([Cl:8])[N:10]=[CH:11][CH:12]=1. Procedure: Trifluoroacetic acid (17.4 mL, 234 mmol) was added carefully to a stirred mixture of Boc aldehyde 1-4 (20 g, 78.1 mmol) and dichloromethane (60 mL) keeping the temperature below 25° C. The solution was warmed to 35° C., aged overnight (vigorous off-gassing) and then cooled to room temperature. 25 mL of MTBE was added and the resulting white slurry was aged for one hour, filtered, and the filter cake rinsed with MTBE (10 mL×2). Solid 1-5c TFA salt was dried under vacuum.